This data is from the Open Reaction Database (ORD), a public repository of structured organic reaction records. The task is: describe an organic reaction: reactants, conditions, products, and yield The reactants are C([O-])([O-])=O.[NH4+].[NH4+] (ammonium carbonate), O=C1COCC1 (3-ketotetrahydrofuran), C(C)O (ethanol), Cl (hydrochloric acid), [C-]#N.[K+] (potassium cyanide). Solvent: O (water), O (water), O (water). Run at time 18 hour. Product: N1C(NC(C12COCC2)=O)=O (7-Oxa-1,3-diazaspiro[4.4]nonane-2,4-dione). As a reaction SMILES: [C:1](=[O:4])([O-])[O-].[NH4+:5].[NH4+:6].O=[C:8]1[CH2:12][CH2:11][O:10][CH2:9]1.[C-]#N.[K+].Cl.[CH2:17]([OH:19])C>O>[NH:5]1[C:8]2([CH2:12][CH2:11][O:10][CH2:9]2)[C:17](=[O:19])[NH:6][C:1]1=[O:4] |f:0.1.2,4.5|. Procedure details: A solution of 19.2 g of ammonium carbonate in 42 ml of ethanol and 28 ml of water is added to 10.0 g of 3-ketotetrahydrofuran. The resulting mixture is heated to 55° and to it is then added, dropwise, a solution of 6.3 g of potassium cyanide in 15 ml of water. The reaction mixture is stirred at 55° for 18 hrs. Thereafter the reaction mixture is evaporated in vacuo to dryness to obtain a residue. The residue is dissolved in a minimum of water and the mixture made acidic with 2 N hydrochloric acid... Product: COc1cc(C(=O)c2c(C)c(N(C)C(=O)OC(C)(C)C)c3ccccn23)ccc1[N+](=O)[O-]. As a reaction SMILES: [C:36](=[O:37])([OH:38])[O-:39].[CH3:1][O:2][c:3]1[cH:4][c:5]([C:6](=[O:7])[c:8]2[c:9]([CH3:25])[c:10]([NH:17][C:18]([O:19][C:20]([CH3:21])([CH3:22])[CH3:23])=[O:24])[c:11]3[cH:12][cH:13][cH:14][cH:15][n:16]23)[cH:26][cH:27][c:28]1[N+:29](=[O:30])[O-:31].[CH3:34][I:35].[H-:32].[Na+:33].[Na+:40].[O:41]1[CH2:42][CH2:43][CH2:44][CH2:45]1>>[CH3:1][O:2][c:3]1[cH:4][c:5]([C:6](=[O:7])[c:8]2[c:9]([CH3:25])[c:10]([N:17]([C:18]([O:19][C:20]([CH3:21])([CH3:22])[CH3:23])=[O:24])[CH3:36])[c:11]3[cH:12][cH:13][cH:14][cH:15][n:16]23)[cH:26][cH:27][c:28]1[N+:29](=[O:30])[O-:31]. The reactants are O=C([O-])O, COc1cc(C(=O)c2c(C)c(NC(=O)OC(C)(C)C)c3ccccn23)ccc1[N+](=O)[O-], CI, [H-], [Na+], [Na+], C1CCOC1. Reactants: CC[S-], C=C(C)CC1(c2cc(Cc3ccc(CC)cc3)c(Cl)cc2OC)OC(COCc2ccccc2)C(OCc2ccccc2)C(OCc2ccccc2)C1OCc1ccccc1, [Na+], CN(C)C=O. The product is C=C(C)CC1(c2cc(Cc3ccc(CC)cc3)c(Cl)cc2O)OC(COCc2ccccc2)C(OCc2ccccc2)C(OCc2ccccc2)C1OCc1ccccc1. RXN SMILES: [CH2:1]([S-:2])[CH3:3].[CH2:5]([c:6]1[cH:7][cH:8][cH:9][cH:10][cH:11]1)[O:12][CH:13]1[C:14]([CH2:44][C:45](=[CH2:46])[CH3:47])([c:48]2[c:49]([O:64][CH3:65])[cH:50][c:51]([Cl:63])[c:52]([CH2:54][c:55]3[cH:56][cH:57][c:58]([CH2:61][CH3:62])[cH:59][cH:60]3)[cH:53]2)[O:15][CH:16]([CH2:35][O:36][CH2:37][c:38]2[cH:39][cH:40][cH:41][cH:42][cH:43]2)[CH:17]([O:27][CH2:28][c:29]2[cH:30][cH:31][cH:32][cH:33][cH:34]2)[CH:18]1[O:19][CH2:20][c:21]1[cH:22][cH:23][cH:24][cH:25][cH:26]1.[Na+:4].[O:66]=[CH:67][N:68]([CH3:69])[CH3:70]>>[CH2:5]([c:6]1[cH:7][cH:8][cH:9][cH:10][cH:11]1)[O:12][CH:13]1[C:14]([CH2:44][C:45](=[CH2:46])[CH3:47])([c:48]2[c:49]([OH:64])[cH:50][c:51]([Cl:63])[c:52]([CH2:54][c:55]3[cH:56][cH:57][c:58]([CH2:61][CH3:62])[cH:59][cH:60]3)[cH:53]2)[O:15][CH:16]([CH2:35][O:36][CH2:37][c:38]2[cH:39][cH:40][cH:41][cH:42][cH:43]2)[CH:17]([O:27][CH2:28][c:29]2[cH:30][cH:31][cH:32][cH:33][cH:34]2)[CH:18]1[O:19][CH2:20][c:21]1[cH:22][cH:23][cH:24][cH:25][cH:26]1. Reactants: CN1CCCC1=O, OCc1ccc(Cl)cc1, ClCCl, [K+], [K+], O=C([O-])[O-], COc1cc(-n2ccc(SC)nc2=O)ccc1OCC(C)(C)O. Yields the product COc1cc(-n2ccc(OCc3ccc(Cl)cc3)nc2=O)ccc1OCC(C)(C)O. As a reaction SMILES: [CH3:39][N:40]1[CH2:41][CH2:42][CH2:43][C:44]1=[O:45].[Cl:24][c:25]1[cH:26][cH:27][c:28]([CH2:31][OH:32])[cH:29][cH:30]1.[Cl:46][CH2:47][Cl:48].[K+:33].[K+:34].[O-:35][C:36]([O-:37])=[O:38].[OH:1][C:2]([CH2:3][O:4][c:5]1[c:6]([O:20][CH3:21])[cH:7][c:8](-[n:11]2[c:12](=[O:19])[n:13][c:14]([S:17][CH3:18])[cH:15][cH:16]2)[cH:9][cH:10]1)([CH3:22])[CH3:23]>>[OH:1][C:2]([CH2:3][O:4][c:5]1[c:6]([O:20][CH3:21])[cH:7][c:8](-[n:11]2[c:12](=[O:19])[n:13][c:14]([O:32][CH2:31][c:28]3[cH:27][cH:26][c:25]([Cl:24])[cH:30][cH:29]3)[cH:15][cH:16]2)[cH:9][cH:10]1)([CH3:22])[CH3:23]. The reactants are CC1(C=2C=CC=CC2C=2NC(C=3N(C21)C=CN3)=O)CCCCC(=O)OCC (ethyl 5-(10-methyl-4,5-dihydro-4-oxo-10H-imidazo[1,2-a]indeno[1,2-e]pyrazin-10-yl)-valerate), C[Si](C)(C)Cl (trimethylsilyl chloride), BrCCCC#N (4-bromo-butyronitrile), CC1C=2C=CC=CC2C=2NC(C=3N(C21)C=CN3)=O (10-methyl-5H,10H-imidazo[1,2-a]indeno[1,2-e]pyrazin-4-one), [H-].[Na+] (sodium hydride). Run in CN(C=O)C (dimethylformamide). Run at time 2 hour. Product: CC1(C=2C=CC=CC2C=2NC(C=3N(C21)C=CN3)=O)CCCC#N (4-(10-methyl-4,5-dihydro-4-oxo-10H-imidazo[1,2-a]indeno[1,2-e]pyrazin-10-yl)-butyronitrile). Reaction SMILES: [CH3:1][C:2]1([CH2:19][CH2:20][CH2:21][CH2:22]C(OCC)=O)[C:14]2[N:13]3[CH:15]=[CH:16][N:17]=[C:12]3[C:11](=[O:18])[NH:10][C:9]=2[C:8]2[CH:7]=[CH:6][CH:5]=[CH:4][C:3]1=2.CC1C2N3C=CN=C3C(=O)[NH:37]C=2C2C=CC=CC1=2.[H-].[Na+].C[Si](Cl)(C)C.BrCCCC#N>CN(C)C=O>[CH3:1][C:2]1([CH2:19][CH2:20][CH2:21][C:22]#[N:37])[C:14]2[N:13]3[CH:15]=[CH:16][N:17]=[C:12]3[C:11](=[O:18])[NH:10][C:9]=2[C:8]2[CH:7]=[CH:6][CH:5]=[CH:4][C:3]1=2 |f:2.3|. Procedure details: The process is performed as in Example 50 for the preparation of ethyl 5-(10-methyl-4,5-dihydro-4-oxo-10H-imidazo[1,2-a]indeno[1,2-e]pyrazin-10-yl)-valerate but starting with 1.42 g of 10-methyl-5H,10H-imidazo[1,2-a]indeno[1,2-e]pyrazin-4-one, 75 ml of dimethylformamide, 1 g of sodium hydride, 0.84 ml of trimethylsilyl chloride and 0.76 ml of 4-bromo-butyronitrile. The product is first purified by crystallization from acetonitrile, then by heating of the crystals to reflux in an ethyl acetate/me... Yields the product CNC(C(=NOC)C1=C(C=CC=C1)C=NOCC1=CC(=CC=C1)Cl)=O (N-methyl-2-{2-(3-chlorobenzyloxyiminomethyl)-phenyl}-2-methoxyiminoacetamide). Reported procedure: To a solution of 1 g (4.26 mmol) of N-methyl-2-{2-(hydroxyiminomethyl)phenyl}-2-methoxyiminoacetamide and 0.62 g (4.5 mmol) of potassium carbonate in 10 ml of DMF, was added 0.69 g (4.29 mmol) of 3-chlorobenzyl chloride and the mixture was stirred under heating at 110° C. for 3 hours. After cooling, the reaction mixture was poured into water, extracted with ethyl acetate, successively washed with water and a saturated sodium chloride solution and dried over anhydrous sodium sulfate. After concen... Yield: 58.7%. As a reaction SMILES: [CH3:1][NH:2][C:3](=[O:17])[C:4]([C:8]1[CH:13]=[CH:12][CH:11]=[CH:10][C:9]=1[CH:14]=[N:15][OH:16])=[N:5][O:6][CH3:7].C(=O)([O-])[O-].[K+].[K+].[Cl:24][C:25]1[CH:26]=[C:27]([CH:30]=[CH:31][CH:32]=1)[CH2:28]Cl.O>CN(C=O)C>[CH3:1][NH:2][C:3](=[O:17])[C:4]([C:8]1[CH:13]=[CH:12][CH:11]=[CH:10][C:9]=1[CH:14]=[N:15][O:16][CH2:28][C:27]1[CH:30]=[CH:31][CH:32]=[C:25]([Cl:24])[CH:26]=1)=[N:5][O:6][CH3:7] |f:1.2.3|. Reaction conditions: temperature 110 celsius. Reactants: O (water), CNC(C(=NOC)C1=C(C=CC=C1)C=NO)=O (N-methyl-2-{2-(hydroxyiminomethyl)phenyl}-2-methoxyiminoacetamide), C([O-])([O-])=O.[K+].[K+] (potassium carbonate), ClC=1C=C(CCl)C=CC1 (3-chlorobenzyl chloride). Run in CN(C)C=O (DMF). Reactants: ClCC(=O)C1=CC=CC=C1 (ω-chloroacetophenone), N (ammonia), O (water). Solvent: C(C)O (ethanol). Conditions: time 8 hour. The product is Cl.NCC(=O)C1=CC=CC=C1 (ω-aminoacetophenone hydrochloride). Yield: 20.0%. RXN SMILES: [Cl:1][CH2:2][C:3]([C:5]1[CH:10]=[CH:9][CH:8]=[CH:7][CH:6]=1)=[O:4].[NH3:11].O>C(O)C>[ClH:1].[NH2:11][CH2:2][C:3]([C:5]1[CH:10]=[CH:9][CH:8]=[CH:7][CH:6]=1)=[O:4] |f:4.5|. Procedure: 15.5 g of ω-chloroacetophenone are dissolved while stirring in 200 ml of ethanol saturated with ammonia. After standing overnight, the orange-coloured solution is poured onto 500 ml of water. The precipitating oil is separated off and taken up with 80 ml of 20% hydrochloric acid Concentration give 5 g (20% yield) of ω-aminoacetophenone hydrochloride.